This data is from the Open Reaction Database (ORD), a public repository of structured organic reaction records. The task is: describe an organic reaction: reactants, conditions, products, and yield Reactants: O=C1NCCC12CC1=CC=C(C=C1CC2)C(=O)OC ((±)-Methyl 2′-oxo-3,4-dihydro-1H-spiro[naphthalene-2,3′-pyrrolidine]-6-carboxylate), [OH-].[Li+] (lithium hydroxide), Cl (HCl). Run in C1CCOC1 (THF), O (H2O). Product: O=C1NCCC12CC1=CC=C(C=C1CC2)C(=O)O ((±)-2′-Oxo-3,4-dihydro-1H-spiro[naphthalene-2,3′-pyrrolidine]-6-carboxylic acid). As a reaction SMILES: [O:1]=[C:2]1[C:6]2([CH2:15][CH2:14][C:13]3[C:8](=[CH:9][CH:10]=[C:11]([C:16]([O:18]C)=[O:17])[CH:12]=3)[CH2:7]2)[CH2:5][CH2:4][NH:3]1.[OH-].[Li+].Cl>C1COCC1.O>[O:1]=[C:2]1[C:6]2([CH2:15][CH2:14][C:13]3[C:8](=[CH:9][CH:10]=[C:11]([C:16]([OH:18])=[O:17])[CH:12]=3)[CH2:7]2)[CH2:5][CH2:4][NH:3]1 |f:1.2|. Procedure: A stirred solution of (±)-methyl 2′-oxo-3,4-dihydro-1H-spiro[naphthalene-2,3′-pyrrolidine]-6-carboxylate from Step F (50 mg, 0.193 mmol) and lithium hydroxide (24 mg, 0.578 mmol) in THF (3 mL) and H2O (1 mL) was heated at reflux for 5 h, then allowed to cool. The mixture was poured into 10% aqueous HCl (10 mL) and extracted with EtOAc (3×20 mL), and the combined organic extracts were dried over Na2SO4, filtered, and concentrated in vacuo. The residue was triturated with CH2Cl2 to give the title ...